Dataset: the Open Reaction Database (ORD), a public repository of structured organic reaction records. Task: describe an organic reaction: reactants, conditions, products, and yield Reactants: C(C1=CC=CC=C1)NC1=CC=C(C=C1)C1=NOC(=C1)COC(N)=O (carbamic acid 3-(4-benzylamino-phenyl)-isoxazol-5-ylmethyl ester), C(C)=O (acetaldehyde). Product: C(C1=CC=CC=C1)N(C1=CC=C(C=C1)C1=NOC(=C1)COC(N)=O)CC (carbamic acid 3-[4-(benzyl-ethyl-amino)-phenyl]-isoxazol-5-ylmethyl ester). As a reaction SMILES: [CH2:1]([NH:8][C:9]1[CH:14]=[CH:13][C:12]([C:15]2[CH:19]=[C:18]([CH2:20][O:21][C:22](=[O:24])[NH2:23])[O:17][N:16]=2)=[CH:11][CH:10]=1)[C:2]1[CH:7]=[CH:6][CH:5]=[CH:4][CH:3]=1.[CH:25](=O)[CH3:26]>>[CH2:1]([N:8]([CH2:25][CH3:26])[C:9]1[CH:10]=[CH:11][C:12]([C:15]2[CH:19]=[C:18]([CH2:20][O:21][C:22](=[O:24])[NH2:23])[O:17][N:16]=2)=[CH:13][CH:14]=1)[C:2]1[CH:7]=[CH:6][CH:5]=[CH:4][CH:3]=1. Reported procedure: An experiment was performed using carbamic acid 3-(4-benzylamino-phenyl)-isoxazol-5-ylmethyl ester in Example 74 as a starting material and acetaldehyde in the same manner as in Example 74.4 to obtain carbamic acid 3-[4-(benzyl-ethyl-amino)-phenyl]-isoxazol-5-ylmethyl ester. The reactants are [N+](=O)([O-])C1=CC=C(CC=2NC=CN2)C=C1 (2-(4-nitro-benzyl)-1H-imidazole), C(C)(C)N(C(C)C)CC (N,N-diisopropylethyl amine), C(C)I (Ethyl iodide). The solvent is CN(C)C=O (DMF). Conditions: temperature 5 celsius. The product is C(C)N1C(=NC=C1)CC1=CC=C(C=C1)[N+](=O)[O-] (1-ethyl-2-(4-nitrobenzyl)-1H-imidazole). Isolated yield 20.5%. Reaction SMILES: [N+:1]([C:4]1[CH:15]=[CH:14][C:7]([CH2:8][C:9]2[NH:10][CH:11]=[CH:12][N:13]=2)=[CH:6][CH:5]=1)([O-:3])=[O:2].[CH:16](N(CC)C(C)C)(C)[CH3:17].C(I)C>CN(C=O)C>[CH2:16]([N:13]1[CH:12]=[CH:11][N:10]=[C:9]1[CH2:8][C:7]1[CH:14]=[CH:15][C:4]([N+:1]([O-:3])=[O:2])=[CH:5][CH:6]=1)[CH3:17]. Reported procedure: To a solution of 2-(4-nitro-benzyl)-1H-imidazole (1.58 g, 7.37 mmol) in DMF (10 mL) was added N,N-diisopropylethyl amine (1.93 mL, 11.05 mmol) and heated to 5° C. for 30 min. Ethyl iodide (1.18 mL, 7.37 mmol) was added dropwise and the reaction mixture heated to reflux for 6 h. The solvent was evaporated under reduced pressure, the residue dissolved in dichloromethane and washed with water. The organic layer was dried over sodium sulfate, filtered, evaporated and the residue purified by column c... Reactants: C(#N)C=1C=C2C=CNC2=CC1 (5-cyanoindole), N1=C(C=CC2=CC=CC=C12)COC=1C=C(CCl)C=CC1 (3-(quinolin-2-ylmethoxy)benzyl chloride), COC(=O)C1=CC=C2C(=CN(C2=C1)C)CC1=CC=C(C=C1)OCC1=NC2=CC=CC=C2C=C1 (1-Methyl-3-[4-(quinolin-2-ylmethoxy)benzyl]indole-6-carboxylic acid methyl ester). Yields the product C(#N)C=1C=C2C=CN(C2=CC1)CC1=CC(=CC=C1)OCC1=NC2=CC=CC=C2C=C1 (5-Cyano-1-[3-(quinolin-2-ylmethoxy)benzyl]indole). Reaction SMILES: [C:1]([C:3]1[CH:4]=[C:5]2[C:9](=[CH:10][CH:11]=1)[NH:8][CH:7]=[CH:6]2)#[N:2].[N:12]1[C:21]2[C:16](=[CH:17][CH:18]=[CH:19][CH:20]=2)[CH:15]=[CH:14][C:13]=1[CH2:22][O:23][C:24]1[CH:25]=[C:26]([CH:29]=[CH:30][CH:31]=1)[CH2:27]Cl.COC(C1C=C2C(C(CC3C=CC(OCC4C=CC5C(=CC=CC=5)N=4)=CC=3)=CN2C)=CC=1)=O>>[C:1]([C:3]1[CH:4]=[C:5]2[C:9](=[CH:10][CH:11]=1)[N:8]([CH2:27][C:26]1[CH:29]=[CH:30][CH:31]=[C:24]([O:23][CH2:22][C:13]3[CH:14]=[CH:15][C:16]4[C:21](=[CH:20][CH:19]=[CH:18][CH:17]=4)[N:12]=3)[CH:25]=1)[CH:7]=[CH:6]2)#[N:2]. Procedure details: This compound was prepared from 5-cyanoindole and 3-(quinolin-2-ylmethoxy)benzyl chloride (Example 5a) by the method described in Example 16, part ii. The residue was crystallised from ethanol. The reactants are FC1=CC=C(C=C1)C1=NN2N=CC(=CC2=C1C(=O)N(C(OC(C)(C)C)=O)C)C1=C(C=CC(=C1)C(NC1(CC1)C1=CC=CC=C1)=O)C (tert-butyl 2-(4-fluorophenyl)-5-(2-methyl-5-(1-phenylcyclopropylcarbamoyl)phenyl)pyrazolo[1,5-b]pyridazine-3-carbonyl(methyl)carbamate), CC1=C(C=C(C(=O)NC2(CC2)C2=CC=CC=C2)C=C1)C1=CN=NC=C1 (4-methyl-N-(1-phenylcyclopropyl)-3-(pyridazin-4-yl)benzamide), FC1=CC=C(C=C1)C1=NN2N=CC=C(C2=C1C(=O)N(C(OC(C)(C)C)=O)C)C1=C(C=CC(=C1)C(NC1(CC1)C1=CC=CC=C1)=O)C (tert-butyl 2-(4-fluorophenyl)-4-(2-methyl-5-(1-phenylcyclopropylcarbamoyl)phenyl)pyrazolo[1,5-b]pyridazine-3-carbonyl(methyl)carbamate), C1(=C(C(=CC(=C1)C)C)S(=O)(=O)ON)C (O-(mesitylsulfonyl)hydroxylamine). Run in ClCCl (dichloromethane), ClCCl (dichloromethane). Conditions: temperature 0 celsius, time 20 minute. The product is CC1=C(C(=CC(=C1)C)C)S(=O)(=O)[O-].N[N+]1=NC=C(C=C1)C1=C(C=CC(=C1)C(NC1(CC1)C1=CC=CC=C1)=O)C (1-amino-4-(2-methyl-5-(1-phenylcyclopropylcarbamoyl)phenyl)pyridazin-1-ium 2,4,6-trimethylbenzenesulfonate). Reaction SMILES: FC1C=CC(C2C(C(N(C)C(=O)OC(C)(C)C)=O)=[C:15]3[N:10]([N:11]=[CH:12][C:13]([C:28]4[CH:33]=[C:32]([C:34](=[O:45])[NH:35][C:36]5([C:39]6[CH:44]=[CH:43][CH:42]=[CH:41][CH:40]=6)[CH2:38][CH2:37]5)[CH:31]=[CH:30][C:29]=4[CH3:46])=[CH:14]3)[N:9]=2)=CC=1.FC1C=CC(C2C(C(N(C)C(=O)OC(C)(C)C)=O)=C3N(N=CC=C3C3C=C(C(=O)NC4(C5C=CC=CC=5)CC4)C=CC=3C)N=2)=CC=1.CC1C=CC(C(NC2(C3C=CC=CC=3)CC2)=O)=CC=1C1C=CN=NC=1.[C:118]1([CH3:131])[CH:123]=[C:122]([CH3:124])[CH:121]=[C:120]([CH3:125])[C:119]=1[S:126]([O:129]N)(=[O:128])=[O:127]>ClCCl>[CH3:125][C:120]1[CH:121]=[C:122]([CH3:124])[CH:123]=[C:118]([CH3:131])[C:119]=1[S:126]([O-:129])(=[O:128])=[O:127].[NH2:9][N+:10]1[CH:15]=[CH:14][C:13]([C:28]2[CH:33]=[C:32]([C:34](=[O:45])[NH:35][C:36]3([C:39]4[CH:40]=[CH:41][CH:42]=[CH:43][CH:44]=4)[CH2:37][CH2:38]3)[CH:31]=[CH:30][C:29]=2[CH3:46])=[CH:12][N:11]=1 |f:5.6|. Procedure: tert-butyl 2-(4-fluorophenyl)-5-(2-methyl-5-(1-phenylcyclopropylcarbamoyl)phenyl)pyrazolo[1,5-b]pyridazine-3-carbonyl(methyl)carbamate and tert-butyl 2-(4-fluorophenyl)-4-(2-methyl-5-(1-phenylcyclopropylcarbamoyl)phenyl)pyrazolo[1,5-b]pyridazine-3-carbonyl(methyl)carbamate. Part A: To a cooled solution (0° C., ice bath) containing 4-methyl-N-(1-phenylcyclopropyl)-3-(pyridazin-4-yl)benzamide (0.21 g, 0.55 mmol) and dichloromethane (4 mL) was added O-(mesitylsulfonyl)hydroxylamine (0.23 g, 0.58 mm...